describe an organic reaction: reactants, conditions, products, and yield From a dataset of the Open Reaction Database (ORD), a public repository of structured organic reaction records. Starting materials: NC=1C=CC2=C(C(OC(N2C)=O)(C)C)C1 (6-amino-1,4,4-trimethyl-1,4-dihydro-2H-3,1-benzoxazin-2-one), [N+](=O)([O-])C1=CC=C(C=C1)B(O)O (4-nitrophenyl boronic acid). Yields the product CN1C(OC(C2=C1C=CC(=C2)NC2=CC=C(C=C2)[N+](=O)[O-])(C)C)=O (1,4,4-trimethyl-6-[(4-nitrophenyl)amino]-1,4-dihydro-2H-3,1-benzoxazin-2-one). Reaction SMILES: [NH2:1][C:2]1[CH:3]=[CH:4][C:5]2[N:10]([CH3:11])[C:9](=[O:12])[O:8][C:7]([CH3:14])([CH3:13])[C:6]=2[CH:15]=1.[N+:16]([C:19]1[CH:24]=[CH:23][C:22](B(O)O)=[CH:21][CH:20]=1)([O-:18])=[O:17]>>[CH3:11][N:10]1[C:5]2[CH:4]=[CH:3][C:2]([NH:1][C:22]3[CH:23]=[CH:24][C:19]([N+:16]([O-:18])=[O:17])=[CH:20][CH:21]=3)=[CH:15][C:6]=2[C:7]([CH3:13])([CH3:14])[O:8][C:9]1=[O:12]. Reported procedure: Prepared from 6-amino-1,4,4-trimethyl-1,4-dihydro-2H-3,1-benzoxazin-2-one and 4-nitrophenyl boronic acid according to the coupling procedure described in example 1. MS (ESI) m/z 328 ([M+H]+); MS (ESI) m/z 326 ([M−H]−); Anal. calcd for C17H17N3O4: C, 62.38; H, 5.23; N, 12.84. Found: C, 62.03; H, 5.15; N, 11.41.